Dataset: the Open Reaction Database (ORD), a public repository of structured organic reaction records. Task: describe an organic reaction: reactants, conditions, products, and yield Reactants: BrC=1C(=NC(=NC1)C1=CC=C(S1)S(=O)(=O)NC(C)(C)C)NC1=NNC(=C1)C1CC1 (5-(5-bromo-4-(5-cyclopropyl-1H-pyrazol-3-ylamino)pyrimidin-2-yl)-N-tert-butylthiophene-2-sulfonamide), C(CCC)[Sn](\C=C/C)(CCCC)CCCC ((Z)-tributyl(prop-1-enyl)stannane). Reagents/catalysts: [N+](CCCC)(CCCC)(CCCC)CCCC.[Br-] (Bu4NBr), Cl[Pd]([P](C1=CC=CC=C1)(C2=CC=CC=C2)C3=CC=CC=C3)([P](C4=CC=CC=C4)(C5=CC=CC=C5)C6=CC=CC=C6)Cl (Pd(PPh3)2Cl2). Reaction conditions: time 2 hour. Yields the product C(C)(C)(C)NS(=O)(=O)C=1SC(=CC1)C1=NC=C(C(=N1)NC1=NNC(=C1)C1CC1)\C=C/C ((Z)—N-tert-butyl-5-(4-(5-cyclopropyl-1H-pyrazol-3-ylamino)-5-(prop-1-enyl)pyrimidin-2-yl)thiophene-2-sulfonamide). Isolated yield 81.9%. Reaction SMILES: Br[C:2]1[C:3]([NH:21][C:22]2[CH:26]=[C:25]([CH:27]3[CH2:29][CH2:28]3)[NH:24][N:23]=2)=[N:4][C:5]([C:8]2[S:12][C:11]([S:13]([NH:16][C:17]([CH3:20])([CH3:19])[CH3:18])(=[O:15])=[O:14])=[CH:10][CH:9]=2)=[N:6][CH:7]=1.[CH2:30]([Sn](CCCC)(CCCC)/C=C\C)[CH2:31][CH2:32]C>[N+](CCCC)(CCCC)(CCCC)CCCC.[Br-].Cl[Pd](Cl)([P](C1C=CC=CC=1)(C1C=CC=CC=1)C1C=CC=CC=1)[P](C1C=CC=CC=1)(C1C=CC=CC=1)C1C=CC=CC=1>[C:17]([NH:16][S:13]([C:11]1[S:12][C:8]([C:5]2[N:4]=[C:3]([NH:21][C:22]3[CH:26]=[C:25]([CH:27]4[CH2:29][CH2:28]4)[NH:24][N:23]=3)[C:2](/[CH:30]=[CH:31]\[CH3:32])=[CH:7][N:6]=2)=[CH:9][CH:10]=1)(=[O:15])=[O:14])([CH3:20])([CH3:19])[CH3:18] |f:2.3,^1:66,85|. Procedure: A mixture of 5-(5-bromo-4-(5-cyclopropyl-1H-pyrazol-3-ylamino)pyrimidin-2-yl)-N-tert-butylthiophene-2-sulfonamide (497.4 mg, 1.0 mmol, 1.0 eq), Pd(PPh3)2Cl2 (28.0 mg, 0.1 mmol, 0.1 eq) and Bu4NBr (321.1 mg, 0.1 mmol, 1.0 equiv.) was flushed with nitrogen. Anhydrous dioxane (10 mL) was added and the reaction mixture was flushed with nitrogen. (Z)-tributyl(prop-1-enyl)stannane (475.4 mg, 1.5 mmol, 1.5 eq) was added and the reaction mixture was stirred at rt for 2 h. The mixture was extracted with ...